From a dataset of the Open Reaction Database (ORD), a public repository of structured organic reaction records. describe an organic reaction: reactants, conditions, products, and yield Starting materials: C(C)(C)(C)OP(OC(C)(C)C)(=O)C(F)C1=CC(=CC=C1)OCC1=CC=C(C=C1)C1=CC=CC=C1 (((3-(biphenyl-4-ylmethoxy)-phenyl)fluoromethyl)phosphonic acid di-tert-butyl ester), FC(C(=O)O)(F)F (trifluoroacetic acid). The solvent is ClCCl (dichloromethane). Run at time 16 hour. The product is C1(=CC=C(C=C1)COC=1C=C(C=CC1)C(F)P(O)(O)=O)C1=CC=CC=C1 (((3-(Biphenyl-4-ylmethoxy)-phenyl)fluoromethyl)phosphonic acid). Isolated yield 5.5%. RXN SMILES: C([O:5][P:6]([CH:13]([C:15]1[CH:20]=[CH:19][CH:18]=[C:17]([O:21][CH2:22][C:23]2[CH:28]=[CH:27][C:26]([C:29]3[CH:34]=[CH:33][CH:32]=[CH:31][CH:30]=3)=[CH:25][CH:24]=2)[CH:16]=1)[F:14])(=[O:12])[O:7]C(C)(C)C)(C)(C)C.FC(F)(F)C(O)=O>ClCCl>[C:26]1([C:29]2[CH:34]=[CH:33][CH:32]=[CH:31][CH:30]=2)[CH:25]=[CH:24][C:23]([CH2:22][O:21][C:17]2[CH:16]=[C:15]([CH:13]([P:6](=[O:5])([OH:7])[OH:12])[F:14])[CH:20]=[CH:19][CH:18]=2)=[CH:28][CH:27]=1. Reported procedure: The above fluoromethylphosphonic acid di-tert-butyl ester (1.29 g, 2.7 mmol) was dissolved in dichloromethane (10 ml) and trifluoroacetic acid (2.5 ml) was added and the mixture was stirred at room temperature for 16 h. The mixture was filtered and the filtrate was evaporated in vacuo. The residue was partitioned between ethyl acetate (100 ml) and water (50 ml) and a solid was formed in the aqueous phase. This was filtered off and dried in vacuo at 50° C. affording 55 mg (6%) of the title compou...